From a dataset of the Open Reaction Database (ORD), a public repository of structured organic reaction records. describe an organic reaction: reactants, conditions, products, and yield The reactants are O1C=C(C=C1)/C=C/C(=O)O ((2E)-3-(3-furanyl)-2-propenoic acid), [H][H] (hydrogen), [H][H] (Hydrogen). The reagents and catalysts are [Pd] (palladium on carbon). Solvent: C(C)(=O)OCC (ethyl acetate). Yields the product O1CC(CC1)CCC(=O)O (3-(Tetrahydro-3-furanyl)propanoic acid). The yield is 95.4%. As a reaction SMILES: [O:1]1[CH:5]=[CH:4][C:3](/[CH:6]=[CH:7]/[C:8]([OH:10])=[O:9])=[CH:2]1.[H][H]>[Pd].C(OCC)(=O)C>[O:1]1[CH2:5][CH2:4][CH:3]([CH2:6][CH2:7][C:8]([OH:10])=[O:9])[CH2:2]1. Reported procedure: A solution of (2E)-3-(3-furanyl)-2-propenoic acid (4.75 g, 34.4 mmol) and 10% palladium on carbon (0.366 g, 3.44 mmol) in ethyl acetate (100 ml) was hydrogentated at atmospheric pressure and room temperature for 72 hours. Hydrogen uptake ˜1.4 L (expected 2.4 L). The catalyst was filtered through Celite and concentrated in vacuo to give a brown oil. Analysis by 1H-NMR showed that the some material still contained the furan ring. Hydrogenation was continued under the same conditions with fresh cat...